This data is from the Open Reaction Database (ORD), a public repository of structured organic reaction records. The task is: describe an organic reaction: reactants, conditions, products, and yield Starting materials: C1(=CC=CC=C1)O (Phenol), Cl (HCl), [OH-].[K+] (KOH), ClCC1=CC=C(C(=O)O)C=C1 (4-Chloromethylbenzoic acid). The solvent is CS(=O)C (dimethyl sulfoxide), O (H2O), C([O-])(O)=O.[Na+] (sodium bicarbonate). Run at time 8 hour. The product is O(C1=CC=CC=C1)CC1=CC=C(C(=O)O)C=C1 (4-phenoxymethylbenzoic acid). Isolated yield 32.4%. Reaction SMILES: [C:1]1([OH:7])[CH:6]=[CH:5][CH:4]=[CH:3][CH:2]=1.[OH-].[K+].Cl[CH2:11][C:12]1[CH:20]=[CH:19][C:15]([C:16]([OH:18])=[O:17])=[CH:14][CH:13]=1.Cl>CS(C)=O.C(=O)(O)[O-].[Na+].O>[O:7]([CH2:11][C:12]1[CH:20]=[CH:19][C:15]([C:16]([OH:18])=[O:17])=[CH:14][CH:13]=1)[C:1]1[CH:6]=[CH:5][CH:4]=[CH:3][CH:2]=1 |f:1.2,6.7|. Reported procedure: Phenol 2 (4.706 g, 50.0 mmol) and KOH (6.172 g, 110 mmol) were combined in dimethyl sulfoxide (DMSO) (250 ml). 4-Chloromethylbenzoic acid 1 (8.530 g, 50.0 mmol) was added. The mixture was stirred at room temperature overnight. The mixture was then poured into H2O and acidified with concentrated HCl. The solution was then extracted and concentrated to give a solid. The solid was dissolved in an aqueous sodium bicarbonate solution, then washed with ethyl acetate. The aqueous mixture was then acidi... Starting materials: O=C([O-])[O-], CC(C)(C)c1ccccc1O, C#CCBr, CC#N, [K+], [K+]. The product is C#CCOc1ccccc1C(C)(C)C. Reaction SMILES: [C:16](=[O:17])([O-:18])[O-:19].[C:1]([CH3:2])([CH3:3])([CH3:4])[c:5]1[c:6]([OH:11])[cH:7][cH:8][cH:9][cH:10]1.[CH2:12]([C:13]#[CH:14])[Br:15].[CH3:22][C:23]#[N:24].[K+:20].[K+:21]>>[C:1]([CH3:2])([CH3:3])([CH3:4])[c:5]1[c:6]([O:11][CH2:14][C:13]#[CH:12])[cH:7][cH:8][cH:9][cH:10]1. Reactants: C1(CCC1)C1(COC1)CO (3-cyclobutyl-3-hydroxymethyloxetane), IC1=CC=C(C(=O)Cl)C=C1 (4-iodobenzoyl chloride). Run in ClCCl (dichloromethane), N1=CC=CC=C1 (pyridine), ClCCl (dichloromethane). Run at time 8 hour. Product: IC1=CC=C(C(=O)OCC2(COC2)C2CCC2)C=C1 ((3-Cyclobutyloxetan-3-yl)methyl 4-iodobenzoate), solid. Yield: 99.0%. RXN SMILES: [CH:1]1([C:5]2([CH2:9][OH:10])[CH2:8][O:7][CH2:6]2)[CH2:4][CH2:3][CH2:2]1.[I:11][C:12]1[CH:20]=[CH:19][C:15]([C:16](Cl)=[O:17])=[CH:14][CH:13]=1>ClCCl.N1C=CC=CC=1>[I:11][C:12]1[CH:20]=[CH:19][C:15]([C:16]([O:10][CH2:9][C:5]2([CH:1]3[CH2:4][CH2:3][CH2:2]3)[CH2:8][O:7][CH2:6]2)=[O:17])=[CH:14][CH:13]=1. Reported procedure: To a stirred solution of 3-cyclobutyl-3-hydroxymethyloxetane (2.84 g, 20 mmol) in dry dichloromethane (40 ml) and pyridine (3 ml) at 0° C. under nitrogen was added a solution of 4-iodobenzoyl chloride (5.33 g, 20 mmol) in dry dichloromethane (10 ml). The solution was stirred overnight at room temperature, washed with water, dried over anhydrous sodium sulphate and evaporated. (3-Cyclobutyloxetan-3-yl)methyl 4-iodobenzoate was obtained as a white solid (7.42 g, 99%) which was not purified further... Reactants: [OH-].[K+] (potassium hydroxide), resultant solution, ClC=1C=C(C=C(C1OCC#N)COC)NC(OC(C)C)=O (Isopropyl N-(3-chloro-4-cyanomethoxy-5-methoxymethylphenyl)carbamate), IC (iodomethane), ice water. Reagents/catalysts: [Br-].C(CCC)[N+](CCCC)(CCCC)CCCC (tetra-n-butylammonium bromide). Solvent: O1CCCC1 (tetrahydrofuran), O1CCCC1 (tetrahydrofuran). Run at time 12 hour. Yields the product CN(C(OC(C)C)=O)C1=CC(=C(C(=C1)COC)OCC#N)Cl (isopropyl N-methyl-N-(3-chloro-4-cyanomethoxy-5-methoxymethylphenyl)carbamate). Yield: 93.6%. RXN SMILES: [Cl:1][C:2]1[CH:3]=[C:4]([NH:15][C:16](=[O:21])[O:17][CH:18]([CH3:20])[CH3:19])[CH:5]=[C:6]([CH2:12][O:13][CH3:14])[C:7]=1[O:8][CH2:9][C:10]#[N:11].I[CH3:23].[OH-].[K+]>O1CCCC1.[Br-].C([N+](CCCC)(CCCC)CCCC)CCC>[CH3:23][N:15]([C:4]1[CH:5]=[C:6]([CH2:12][O:13][CH3:14])[C:7]([O:8][CH2:9][C:10]#[N:11])=[C:2]([Cl:1])[CH:3]=1)[C:16](=[O:21])[O:17][CH:18]([CH3:19])[CH3:20] |f:2.3,5.6|. Reported procedure: Isopropyl N-(3-chloro-4-cyanomethoxy-5-methoxymethylphenyl)carbamate (3.13 g) and iodomethane (4.30 g) were dissolved in tetrahydrofuran (10 ml). The resultant solution was dropwise added to a tetrahydrofuran solution (20 ml) containing potassium hydroxide (1.68 g) and tetra-n-butylammonium bromide (1.0 g). After being allowed to stand at room temperature for 12 hours, the reaction mixture was poured into ice-water and extracted with toluene. The extract was washed with water, dried over magnesi... Reactants: C(C)NC1=C(C=CC(=C1)C1=COC=C1)C (N-ethyl-5-(furan-3-yl)-2-methylaniline), ClC1=CC(=C(C=C1)NC(COCC(=O)O)=O)C(=O)OC ((2-([4-chloro-2-(methoxycarbonyl)phenyl]amino)-2-oxoethoxy)acetic acid). The product is ClC=1C=CC(=C(C(=O)O)C1)NC(COCC(=O)N(C1=C(C=CC(=C1)C1=COC=C1)C)CC)=O (5-chloro-2-([(2-(ethyl[5-(furan-3-yl)-2-methylphenyl]amino)-2-oxoethoxy)acetyl]amino)benzoic acid). Reaction SMILES: [CH2:1]([NH:3][C:4]1[CH:9]=[C:8]([C:10]2[CH:14]=[CH:13][O:12][CH:11]=2)[CH:7]=[CH:6][C:5]=1[CH3:15])[CH3:2].[Cl:16][C:17]1[CH:22]=[CH:21][C:20]([NH:23][C:24](=[O:31])[CH2:25][O:26][CH2:27][C:28]([OH:30])=O)=[C:19]([C:32]([O:34]C)=[O:33])[CH:18]=1>>[Cl:16][C:17]1[CH:22]=[CH:21][C:20]([NH:23][C:24](=[O:31])[CH2:25][O:26][CH2:27][C:28]([N:3]([CH2:1][CH3:2])[C:4]2[CH:9]=[C:8]([C:10]3[CH:14]=[CH:13][O:12][CH:11]=3)[CH:7]=[CH:6][C:5]=2[CH3:15])=[O:30])=[C:19]([CH:18]=1)[C:32]([OH:34])=[O:33]. Procedure details: Using the same method as in Example 15-(i), N-ethyl-5-(furan-3-yl)-2-methylaniline was reacted with the (2-([4-chloro-2-(methoxycarbonyl)phenyl]amino)-2-oxoethoxy)acetic acid obtained in Example 1-(i) to give 5-chloro-2-([(2-(ethyl[5-(furan-3-yl)-2-methylphenyl]amino)-2-oxoethoxy)acetyl]amino)benzoic acid.methyl ester (yield: 73%). The reactants are C1(=CC=CC=C1)N1N=C(C=C1CCC=O)CC (3-(1-phenyl-3-ethyl-1H-pyrazol-5-yl)propanal), [BH-](OC(=O)C)(OC(=O)C)OC(=O)C.[Na+] (NaBH(OAc)3), FC1=C(C=CC=C1)N1CCNCC1 (1-(2-fluorophenyl)piperazine), CCN(C(C)C)C(C)C (DIPEA). Product: FC1=C(C=CC=C1)N1CCN(CC1)CCCC1=CC(=NN1C1=CC=CC=C1)CC (1-(2-fluorophenyl)-4-(3-(1-phenyl-3-ethyl-1H-pyrazol-5-yl)propyl)piperazine). RXN SMILES: [C:1]1([N:7]2[C:11]([CH2:12][CH2:13][CH:14]=O)=[CH:10][C:9]([CH2:16][CH3:17])=[N:8]2)[CH:6]=[CH:5][CH:4]=[CH:3][CH:2]=1.[F:18][C:19]1[CH:24]=[CH:23][CH:22]=[CH:21][C:20]=1[N:25]1[CH2:30][CH2:29][NH:28][CH2:27][CH2:26]1.CCN(C(C)C)C(C)C.[BH-](OC(C)=O)(OC(C)=O)OC(C)=O.[Na+]>>[F:18][C:19]1[CH:24]=[CH:23][CH:22]=[CH:21][C:20]=1[N:25]1[CH2:30][CH2:29][N:28]([CH2:14][CH2:13][CH2:12][C:11]2[N:7]([C:1]3[CH:6]=[CH:5][CH:4]=[CH:3][CH:2]=3)[N:8]=[C:9]([CH2:16][CH3:17])[CH:10]=2)[CH2:27][CH2:26]1 |f:3.4|. Procedure details: 53 mg (98%) of target compound was obtained by using a method same as in Example 1 by using 3-(1-phenyl-3-ethyl-1H-pyrazol-5-yl)propanal (31 mg, 0.138 mmol), 1-(2-fluorophenyl)piperazine (28 mg, 0.154 mmol), DIPEA (0.036 mL, 0.206 mmol) and NaBH(OAc)3 (89 mg, 0.418 mmol). Starting materials: NC[C@H]1N(CCC[C@H]1C)C(=O)C1=C(C=CC(=C1)C)N1N=C(C=C1)C (((2S,3R)-2-(aminomethyl)-3-methylpiperidin-1-yl)(5-methyl-2-(3-methyl-1H-pyrazol-1-yl)phenyl)methanone), ClC=1N=NC(=CC1)C(F)(F)F (3-chloro-6-(trifluoromethyl)pyridazine). Product: C[C@H]1[C@H](N(CCC1)C(=O)C1=C(C=CC(=C1)C)N1N=C(C=C1)C)CNC=1N=NC(=CC1)C(F)(F)F (((2S,3R)-3-Methyl-2-(((6-(trifluoromethyl)pyridazin-3-yl)amino)methyl)piperidin-1-yl)(5-methyl-2-(3-methyl-1H-pyrazol-1-yl)phenyl)methanone). As a reaction SMILES: [NH2:1][CH2:2][C@@H:3]1[C@H:8]([CH3:9])[CH2:7][CH2:6][CH2:5][N:4]1[C:10]([C:12]1[CH:17]=[C:16]([CH3:18])[CH:15]=[CH:14][C:13]=1[N:19]1[CH:23]=[CH:22][C:21]([CH3:24])=[N:20]1)=[O:11].Cl[C:26]1[N:27]=[N:28][C:29]([C:32]([F:35])([F:34])[F:33])=[CH:30][CH:31]=1>>[CH3:9][C@@H:8]1[CH2:7][CH2:6][CH2:5][N:4]([C:10]([C:12]2[CH:17]=[C:16]([CH3:18])[CH:15]=[CH:14][C:13]=2[N:19]2[CH:23]=[CH:22][C:21]([CH3:24])=[N:20]2)=[O:11])[C@@H:3]1[CH2:2][NH:1][C:26]1[N:27]=[N:28][C:29]([C:32]([F:35])([F:34])[F:33])=[CH:30][CH:31]=1. Reported procedure: The title compound was prepared following the same general protocol as described for Example A1 using ((2S,3R)-2-(aminomethyl)-3-methylpiperidin-1-yl)(5-methyl-2-(3-methyl-1H-pyrazol-1-yl)phenyl)methanone and 3-chloro-6-(trifluoromethyl)pyridazine. ESI-MS (m/z): 473 [M+1]+. Starting materials: C1(CCCC1)C1=NC=CC2=CC=CC=C12 (1-Cyclopentylisoquinoline), OCNC(C(Cl)Cl)=O (N-hydroxymethyl dichloroacetamide). Yields the product C1(CCCC1)C1=NC=CC2=C(C=CC=C12)CNC(C(Cl)Cl)=O (1-cyclopentyl-5-dichloroacetylaminomethylisoquinoline). Reaction SMILES: [CH:1]1([C:6]2[C:15]3[C:10](=[CH:11][CH:12]=[CH:13][CH:14]=3)[CH:9]=[CH:8][N:7]=2)[CH2:5][CH2:4][CH2:3][CH2:2]1.O[CH2:17][NH:18][C:19](=[O:23])[CH:20]([Cl:22])[Cl:21]>>[CH:1]1([C:6]2[C:15]3[C:10](=[C:11]([CH2:17][NH:18][C:19](=[O:23])[CH:20]([Cl:22])[Cl:21])[CH:12]=[CH:13][CH:14]=3)[CH:9]=[CH:8][N:7]=2)[CH2:2][CH2:3][CH2:4][CH2:5]1. Reported procedure: 1-Cyclopentylisoquinoline (obtained from 1-cyano-2-benzoyl-1,2-dihydroisoquinoline and cyclopentyl bromide) and N-hydroxymethyl dichloroacetamide were reacted in the same way as in step (b) of Example 18 to obtain 1-cyclopentyl-5-dichloroacetylaminomethylisoquinoline having a melting point of 151.0° to 152.3° C. The product was successively reacted in the same way as in steps (c), (d), (e), and (f) of Example 18 to afford 1-cyclopentylisoquinoline-5-acetonitrile having a melting point of 99.4° t...